This data is from the Open Reaction Database (ORD), a public repository of structured organic reaction records. The task is: describe an organic reaction: reactants, conditions, products, and yield The reactants are [H][H] (Hydrogen), OC1=CC=C(C=C1)CCNC([C@@H](N(C)CC1=CC=CC=C1)CCCNC(=O)OC(C)(C)C)=O (Nα-Benzyl-Nδ-Boc-Nα-Methylornithine 2-(4-Hydroxyphenyl)ethylamide), Cl (hydrochloric acid). Reagents/catalysts: [Pd] (palladium-on-charcoal). Reported procedure: Hydrogen gas was bubbled through a solution of Nα-benzyl-Nδ-Boc-Nα-methylornithine 2-(4-hydroxyphenyl)ethylamide (A) (540 mg) in ethanol (20 ml) in the presence of 1 eq. of conc. hydrochloric acid (1.30 ml) and 5% palladium-on-charcoal (50 mg). After disappearance of starting material, as determined by thin-layer chromatography, the reaction mixture is filtered through a 0.45 μm nylon pad and concentrated in vacuo. Reaction SMILES: [H][H].[OH:3][C:4]1[CH:9]=[CH:8][C:7]([CH2:10][CH2:11][NH:12][C:13](=[O:35])[C@H:14]([CH2:24][CH2:25][CH2:26][NH:27][C:28]([O:30][C:31]([CH3:34])([CH3:33])[CH3:32])=[O:29])[N:15](CC2C=CC=CC=2)[CH3:16])=[CH:6][CH:5]=1.Cl>C(O)C.[Pd]>[OH:3][C:4]1[CH:9]=[CH:8][C:7]([CH2:10][CH2:11][NH:12][C:13](=[O:35])[C@H:14]([CH2:24][CH2:25][CH2:26][NH:27][C:28]([O:30][C:31]([CH3:33])([CH3:32])[CH3:34])=[O:29])[NH:15][CH3:16])=[CH:6][CH:5]=1. Run in C(C)O (ethanol). Product: OC1=CC=C(C=C1)CCNC([C@@H](NC)CCCNC(=O)OC(C)(C)C)=O (Nδ-Boc-Nα-Methylornithine 2-(4-Hydroxyphenyl)ethylamide). Reactants: COc1ccc(C(=O)Cl)cc1, CCCCc1cc2cc(Cl)ccc2o1. Yields the product CCCCc1oc2ccc(Cl)cc2c1C(=O)c1ccc(OC)cc1. As a reaction SMILES: [C:15]([c:16]1[cH:17][cH:18][c:19]([O:22][CH3:23])[cH:20][cH:21]1)(=[O:24])[Cl:25].[CH2:1]([CH2:2][CH2:3][CH3:4])[c:5]1[o:6][c:7]2[c:8]([cH:9]1)[cH:10][c:11]([Cl:14])[cH:12][cH:13]2>>[CH2:1]([CH2:2][CH2:3][CH3:4])[c:5]1[o:6][c:7]2[c:8]([c:9]1[C:15]([c:16]1[cH:17][cH:18][c:19]([O:22][CH3:23])[cH:20][cH:21]1)=[O:24])[cH:10][c:11]([Cl:14])[cH:12][cH:13]2. The reactants are CCOP(=O)(Cc1ccc(C(=O)OC)c(OC)c1)OCC, CC(C)=O, CN(C)C=O, O=C(O)CC(O)(CC(=O)O)C(=O)O. Product: COC(=O)c1ccc(C=C(C)C)cc1OC. Reaction SMILES: [CH3:1][O:2][c:3]1[cH:4][c:5]([CH2:6][P:7](=[O:8])([O:9][CH2:10][CH3:11])[O:12][CH2:13][CH3:14])[cH:15][cH:16][c:17]1[C:18](=[O:19])[O:20][CH3:21].[CH3:22][C:23]([CH3:24])=[O:25].[CH3:39][N:40]([CH3:41])[CH:42]=[O:43].[OH:26][C:27]([CH2:28][C:29]([C:30](=[O:31])[OH:32])([CH2:33][C:34](=[O:35])[OH:36])[OH:37])=[O:38]>>[CH3:1][O:2][c:3]1[cH:4][c:5]([CH:6]=[C:23]([CH3:22])[CH3:24])[cH:15][cH:16][c:17]1[C:18](=[O:19])[O:20][CH3:21]. Reactants: [Al+3], CCCCCCCCS, Cc1ccccc1, [Cl-], [Cl-], [Cl-], CCOC(=O)CSCc1cc(OC)ccc1F, O. Yields the product CCOC(=O)CSCc1cc(O)ccc1F. As a reaction SMILES: [Al+3:2].[CH2:5]([SH:6])[CH2:7][CH2:8][CH2:9][CH2:10][CH2:11][CH2:12][CH3:13].[CH3:32][c:33]1[cH:34][cH:35][cH:36][cH:37][cH:38]1.[Cl-:1].[Cl-:3].[Cl-:4].[F:14][c:15]1[c:16]([CH2:17][S:18][CH2:19][C:20](=[O:21])[O:22][CH2:23][CH3:24])[cH:25][c:26]([O:29][CH3:30])[cH:27][cH:28]1.[OH2:31]>>[F:14][c:15]1[c:16]([CH2:17][S:18][CH2:19][C:20](=[O:21])[O:22][CH2:23][CH3:24])[cH:25][c:26]([OH:29])[cH:27][cH:28]1. Reactants: CN(C)C=O, Cc1cc(C(=O)O)ccc1[N+](=O)[O-], CCOC(C)=O, O=S(Cl)Cl. Yields the product Cc1cc(C(N)=O)ccc1[N+](=O)[O-]. Reaction SMILES: [CH3:18][N:19]([CH3:20])[CH:21]=[O:22].[CH3:1][c:2]1[cH:3][c:4]([C:5](=[O:6])[OH:7])[cH:8][cH:9][c:10]1[N+:11](=[O:12])[O-:13].[CH3:23][CH2:24][O:25][C:26](=[O:27])[CH3:28].[S:14]([Cl:15])([Cl:16])=[O:17]>>[CH3:1][c:2]1[cH:3][c:4]([C:5](=[O:6])[NH2:19])[cH:8][cH:9][c:10]1[N+:11](=[O:12])[O-:13]. Reactants: COC(=O)c1sc(C(C)(C)C)cc1[N+](=O)[O-], C1CCOC1, CO, Cl, O. Yields the product CC(C)(C)c1cc([N+](=O)[O-])c(C(=O)O)s1. RXN SMILES: [C:1]([CH3:2])([CH3:3])([CH3:4])[c:5]1[cH:6][c:7]([N+:14](=[O:15])[O-:16])[c:8]([C:10](=[O:11])[O:12][CH3:13])[s:9]1.[CH2:17]1[O:18][CH2:19][CH2:20][CH2:21]1.[CH3:22][OH:23].[ClH:24].[OH2:25]>>[C:1]([CH3:2])([CH3:3])([CH3:4])[c:5]1[cH:6][c:7]([N+:14](=[O:15])[O-:16])[c:8]([C:10](=[O:11])[OH:12])[s:9]1. The reactants are C#Cc1cnn2cc(-c3cnn(C)c3)cc(OC)c12, C=CC[Pd]Cl, CCOC(C)=O, CC#N, CC(C)NC(C)C, [Cu]I, Cc1c(I)cnn1-c1ccccc1, c1coc(P(c2ccco2)c2ccco2)c1. Product: COc1cc(-c2cnn(C)c2)cn2ncc(C#Cc3cnn(-c4ccccc4)c3C)c12. RXN SMILES: [C:1](#[CH:2])[c:3]1[cH:4][n:5][n:6]2[c:7]1[c:8]([O:18][CH3:19])[cH:9][c:10](-[c:12]1[cH:13][n:14][n:15]([CH3:17])[cH:16]1)[cH:11]2.[CH2:62]([Pd:63][Cl:64])[CH:65]=[CH2:66].[CH3:56][CH2:57][O:58][C:59](=[O:60])[CH3:61].[CH3:69][C:70]#[N:71].[CH:49]([NH:50][CH:51]([CH3:52])[CH3:53])([CH3:54])[CH3:55].[Cu:67][I:68].[I:20][c:21]1[cH:22][n:23][n:24](-[c:27]2[cH:28][cH:29][cH:30][cH:31][cH:32]2)[c:25]1[CH3:26].[o:33]1[cH:34][cH:35][cH:36][c:37]1[P:38]([c:39]1[o:40][cH:41][cH:42][cH:43]1)[c:44]1[o:45][cH:46][cH:47][cH:48]1>>[C:1](#[C:2][c:21]1[cH:22][n:23][n:24](-[c:27]2[cH:28][cH:29][cH:30][cH:31][cH:32]2)[c:25]1[CH3:26])[c:3]1[cH:4][n:5][n:6]2[c:7]1[c:8]([O:18][CH3:19])[cH:9][c:10](-[c:12]1[cH:13][n:14][n:15]([CH3:17])[cH:16]1)[cH:11]2. Starting materials: C1CC(=O)N(C1=O)OC(=O)CCCCC2C3C(CS2)NC(=O)N3 (NHS-Biotin), CCOCC (Et2O), NC1CCC(CC1)N (1,4-Diaminocyclohexane), diamine. The solvent is CN(C)C=O (DMF), CN(C)C=O (DMF). Run at time 16 hour. The product is NC1CCC(CC1)NC(CCCCC1SCC2NC(NC21)=O)=O (5-(2-Oxohexahydrothieno[3,4-d]imidazol-4-yl)-pentanoic acid (4-amino-cyclohexyl)amide). As a reaction SMILES: [NH2:1][CH:2]1[CH2:7][CH2:6][CH:5]([NH2:8])[CH2:4][CH2:3]1.C1C(=O)N([O:16][C:17]([CH2:19][CH2:20][CH2:21][CH2:22][CH:23]2[S:27][CH2:26][CH:25]3[NH:28][C:29]([NH:31][CH:24]23)=[O:30])=O)C(=O)C1.CCOCC>CN(C=O)C>[NH2:1][CH:2]1[CH2:7][CH2:6][CH:5]([NH:8][C:17](=[O:16])[CH2:19][CH2:20][CH2:21][CH2:22][CH:23]2[CH:24]3[CH:25]([NH:28][C:29](=[O:30])[NH:31]3)[CH2:26][S:27]2)[CH2:4][CH2:3]1. Procedure details: 1,4-Diaminocyclohexane (37.6 mg, 0.33 mmol) was dissolved in dry DMF (3 mL) under nitrogen. Solution of NHS-Biotin (102.3 mg, 0.3 mmol) in dry DMF (3 mL) was added to stirred solution of diamine over a 15 min period. Reaction mixture was stirred for 16 h at ambient temperature. Dilution of reaction mixture with dry Et2O (50 mL) produced white precipitate. Precipitated 19b was filtered, washed with EtOAc (3×20 mL) for removing of NHS and dried in high vacuum. Reactants: C(=O)C(C(C)C)(C)NC(C1=C(C(=CC=C1)OC)C)=O (N-(1-formyl-1,2-dimethyl-propyl)-3-methoxy-2-methyl-benzamide), CC=1C=C(C=CC1)[Mg]Br (3-methylphenyl-magnesium bromide). Run in dry ice acetone, C1CCOC1 (THF). Conditions: time 2 hour. The product is secondary alcohol, OC(C(C(C)C)(C)NC(C1=C(C(=CC=C1)OC)C)=O)C=1C=C(C=CC1)C (N-[1-(hydroxy-m-tolyl-methyl)-1,2-dimethyl-propyl]-3-methoxy-2-methyl-benzamide). Isolated yield 101.3%. As a reaction SMILES: [CH:1]([C:3]([NH:8][C:9](=[O:19])[C:10]1[CH:15]=[CH:14][CH:13]=[C:12]([O:16][CH3:17])[C:11]=1[CH3:18])([CH3:7])[CH:4]([CH3:6])[CH3:5])=[O:2].[CH3:20][C:21]1[CH:22]=[C:23]([Mg]Br)[CH:24]=[CH:25][CH:26]=1>C1COCC1>[OH:2][CH:1]([C:25]1[CH:26]=[C:21]([CH3:20])[CH:22]=[CH:23][CH:24]=1)[C:3]([NH:8][C:9](=[O:19])[C:10]1[CH:15]=[CH:14][CH:13]=[C:12]([O:16][CH3:17])[C:11]=1[CH3:18])([CH3:7])[CH:4]([CH3:5])[CH3:6]. Procedure details: An oven-dried vial equipped with a stir bar was flushed with N2, charged with N-(1-formyl-1,2-dimethyl-propyl)-3-methoxy-2-methyl-benzamide (IX, R1=2-Me-3-MeO-Ph, R2=i-Pr, R3=Me, 131 mg, 0.5 mmol) in dry THF (1 mL) and cooled in dry ice acetone. 3-methylphenyl-magnesium bromide (1.0 M, 2 mL, 2.0 mmol) was added and the mixture was stirred at room temperature for 2 hours. The reaction was quenched by addition of saturated aqueous NaHCO3 (5 mL) and poured onto a 10 mL Chem Elut cartridge. After 5 ... Starting materials: resultant mixture, BrC1=C(C=C(C=C1)CBr)O (2-Bromo-5-bromomethylphenol), [C-]#N.[K+] (KCN). Run in CN(C)C=O (DMF), CN(C)C=O (DMF), O (water). Conditions: temperature 60 celsius. Product: BrC1=C(C=C(C=C1)CC#N)O ((4-bromo-3-hydroxy-phenyl)acetonitrile). Reaction SMILES: [C-:1]#[N:2].[K+].[Br:4][C:5]1[CH:10]=[CH:9][C:8]([CH2:11]Br)=[CH:7][C:6]=1[OH:13]>CN(C=O)C.O>[Br:4][C:5]1[CH:10]=[CH:9][C:8]([CH2:11][C:1]#[N:2])=[CH:7][C:6]=1[OH:13] |f:0.1|. Reported procedure: A suspension of KCN (16.0 g, 238.3 mmol) in DMF (100 mL) was heated at 60° C. for 30 min. The slurry was cooled to room temperature and treated with a solution of 2-bromo-5-bromomethylphenol 72 (4.16 g, 15.7 mmol) in DMF (50 mL). The resultant mixture stirred at room temperature for 23 h, and then was diluted with water and extracted with ethyl acetate (5×). The organic layers were dried over Na2SO4, filtered, and the filtrate was purified by chromatography on silica gel (hexanes:EtOAc, 3:1) to ...